This data is from the Open Reaction Database (ORD), a public repository of structured organic reaction records. The task is: describe an organic reaction: reactants, conditions, products, and yield Reactants: CC(C)c1cc(CNC(=O)OC(C)(C)C)cc(OCc2ccccc2)c1, CO, Cl. Product: CC(C)c1cc(CN)cc(OCc2ccccc2)c1. Reaction SMILES: [CH2:1]([c:2]1[cH:3][cH:4][cH:5][cH:6][cH:7]1)[O:8][c:9]1[cH:10][c:11]([CH2:12][NH:13][C:14](=[O:15])[O:16][C:17]([CH3:18])([CH3:19])[CH3:20])[cH:21][c:22]([CH:24]([CH3:25])[CH3:26])[cH:23]1.[CH3:28][OH:29].[ClH:27]>>[CH2:1]([c:2]1[cH:3][cH:4][cH:5][cH:6][cH:7]1)[O:8][c:9]1[cH:10][c:11]([CH2:12][NH2:13])[cH:21][c:22]([CH:24]([CH3:25])[CH3:26])[cH:23]1. Reactants: CN, CO, CCSc1nc(Cl)cc(-c2ccccc2)n1. Product: CCSc1nc(CN)cc(-c2ccccc2)n1. As a reaction SMILES: [CH3:17][NH2:18].[CH3:19][OH:20].[Cl:1][c:2]1[n:3][c:4]([S:14][CH2:15][CH3:16])[n:5][c:6](-[c:8]2[cH:9][cH:10][cH:11][cH:12][cH:13]2)[cH:7]1>>[c:2]1([CH2:17][NH2:18])[n:3][c:4]([S:14][CH2:15][CH3:16])[n:5][c:6](-[c:8]2[cH:9][cH:10][cH:11][cH:12][cH:13]2)[cH:7]1. The reactants are [H-].[Na+] (sodium hydride), CN(C=C(C(C)=O)C1=CC=C(C=C1)OC)C (4-Dimethylamino-3-(4-methoxy-phenyl)-but-3-en-2-one), COC(=O)C1=C(NC(=C(C1C1=C(C=CC=C1)Cl)C(=O)OC)C)COCCN1C(C2=CC=CC=C2C1=O)=O (4-(2-chloro-phenyl)-2-[2-(1,3-dioxo-1,3-dihydro-isoindol-2-yl)-ethoxymethyl]-6-methyl-1,4-dihydro-pyridine-3,5-dicarboxylic acid dimethyl ester), CO (methanol), CN(C=O)C (N,N-dimethylformamide), CN(C=O)C (N,N-dimethylformamide). Reaction conditions: time 15 minute. Product: COC1=CC=C(C=C1)C=1C=C(C(NC1C)=O)C#N (5-(4-Methoxy-phenyl)-6-methyl-2-oxo-1,2-dihydropyridine-3-carbonitrile). The yield is 82.0%. As a reaction SMILES: [H-].[Na+].CN(C)C=[C:6]([C:10]1[CH:15]=[CH:14][C:13]([O:16][CH3:17])=[CH:12][CH:11]=1)[C:7](=O)[CH3:8].COC(C1C(C2C=CC=CC=2Cl)C(C(OC)=O)=C(C)[NH:25][C:24]=1COCCN1C(=O)C2C(=CC=CC=2)C1=O)=O.[CH3:56]O.[CH3:58][N:59](C)[CH:60]=[O:61]>>[CH3:17][O:16][C:13]1[CH:12]=[CH:11][C:10]([C:6]2[CH:7]=[C:8]([C:24]#[N:25])[C:60](=[O:61])[NH:59][C:58]=2[CH3:56])=[CH:15][CH:14]=1 |f:0.1|. Procedure details: To a stirred solution of sodium hydride (60% dispersion in mineral oil, 4.5 g, 112 mmol) in N,N-dimethylformamide (100 mL) was added dropwise at 0° C. a solution of crude 4-dimethylamino-3-(4-methoxyphenyl)-but-3-en-2-one (3) from the previous step, 2-cyano-acetamide (4, 4.75 g, 56.5 mmol) and methanol (4.54 mL, 112 mmol) in N,N-dimethylformamide (50 mL). The reaction mixture was stirred at ambient temperature for 15 min and then at 95° C. for 18 h. After cooling to ambient temperature most of t... The reactants are hydrochloride salt, CNC([C@H](CCCCNC(C)=O)NC([C@@H](CC1=CC=CC=C1)NC)=O)=O ((2S)-6-acetylamino-2-((2R)-2-(methylamino)-3-phenylpropionylamino)hexanoic acid methylamide), C(C)N(C(C)C)C(C)C (ethyldiisopropylamine), Cl.CN(CCCN=C=NCC)C (N-(3-Dimethylaminopropyl)-N'-ethylcarbodiimide hydrochloride), C(C)(C)(C)OC(=O)N(C)[C@@H](C(=O)O)CC1=CC2=CC=CC=C2C=C1 ((2R)-2-(N-(tert-butoxycarbonyl)-N-methylamino)-3-(2-naphthyl)propionic acid), ON1N=NC2=C1N=CC=C2 (1-hydroxy-7-azabenzotriazole). Solvent: C(C)(=O)OCC (ethyl acetate), ClCCl (dichloromethane), CN(C=O)C (N,N-dimethylformamide). Reaction conditions: temperature 0 celsius, time 20 minute. Product: C(C)(C)(C)OC(N(C)[C@H](CC1=CC2=CC=CC=C2C=C1)C(N(C)[C@H](CC1=CC=CC=C1)C(N[C@@H](CCCCNC(C)=O)C(NC)=O)=O)=O)=O (N-((1R)-1-{N-[(1R)-1-((1S)-5-(acetylamino)-1-(methylcarbamoyl)pentylcarbamoyl)-2-phenylethyl]-N-methylcarbamoyl}-2-(2-naphthyl)ethyl)-N-methylcarbamic acid tert-butyl ester). Yield: 68.1%. Reaction SMILES: Cl.CN(C)CCCN=C=NCC.[C:13]([O:17][C:18]([N:20]([C@H:22]([CH2:26][C:27]1[CH:36]=[CH:35][C:34]2[C:29](=[CH:30][CH:31]=[CH:32][CH:33]=2)[CH:28]=1)[C:23]([OH:25])=O)[CH3:21])=[O:19])([CH3:16])([CH3:15])[CH3:14].ON1C2N=CC=CC=2N=N1.[CH3:47][NH:48][C:49](=[O:72])[C@@H:50]([NH:59][C:60](=[O:71])[C@H:61]([NH:69][CH3:70])[CH2:62][C:63]1[CH:68]=[CH:67][CH:66]=[CH:65][CH:64]=1)[CH2:51][CH2:52][CH2:53][CH2:54][NH:55][C:56](=[O:58])[CH3:57].C(N(C(C)C)C(C)C)C>ClCCl.CN(C)C=O.C(OCC)(=O)C>[C:13]([O:17][C:18](=[O:19])[N:20]([C@@H:22]([C:23](=[O:25])[N:69]([C@@H:61]([C:60](=[O:71])[NH:59][C@H:50]([C:49](=[O:72])[NH:48][CH3:47])[CH2:51][CH2:52][CH2:53][CH2:54][NH:55][C:56](=[O:58])[CH3:57])[CH2:62][C:63]1[CH:68]=[CH:67][CH:66]=[CH:65][CH:64]=1)[CH3:70])[CH2:26][C:27]1[CH:36]=[CH:35][C:34]2[C:29](=[CH:30][CH:31]=[CH:32][CH:33]=2)[CH:28]=1)[CH3:21])([CH3:15])([CH3:16])[CH3:14] |f:0.1|. Procedure details: N-(3-Dimethylaminopropyl)-N'-ethylcarbodiimide hydrochloride (313 mg, 1.63 mmol) was added at 0° C. to a solution of (2R)-2-(N-(tert-butoxycarbonyl)-N-methylamino)-3-(2-naphthyl)propionic acid (537 mg, 1.63 mmol) and 1-hydroxy-7-azabenzotriazole (222 mg, 1.63 mmol) in dichloromethane (20 ml) and N,N-dimethylformamide (10 ml). The reaction mixture was stirred for 20 min at 0° C. A solution of the crude hydrochloride salt of (2S)-6-acetylamino-2-((2R)-2-(methylamino)-3-phenylpropionylamino)hexanoi... Starting materials: NC=1C(=NC(=C(N1)Cl)Cl)C=NNC(C1=CC=C(C=C1)Cl)=O (p-Chlorobenzoic acid 2-[(3-amino-5,6-dichloropyrazinyl)methylene]hydrazide), ClC1=CC=C(C(=O)Cl)C=C1 (p-chlorobenzoyl chloride), NN (hydrazine). Yields the product ClC1=CC=C(C(=O)NN)C=C1 (p-chlorobenzoylhydrazine). RXN SMILES: NC1C(C=[N:11][NH:12][C:13](=[O:21])[C:14]2[CH:19]=[CH:18][C:17]([Cl:20])=[CH:16][CH:15]=2)=NC(Cl)=C(Cl)N=1.ClC1C=CC(C(Cl)=O)=CC=1.NN>>[Cl:20][C:17]1[CH:18]=[CH:19][C:14]([C:13]([NH:12][NH2:11])=[O:21])=[CH:15][CH:16]=1. Procedure: p-Chlorobenzoic acid 2-[(3-amino-5,6-dichloropyrazinyl)methylene]hydrazide by the reaction of p-chlorobenzoyl chloride with hydrazine to form p-chlorobenzoylhydrazine, followed by the reaction of the latter with 3-amino-5,6-dichloropyrazinaldehyde.